This data is from the Open Reaction Database (ORD), a public repository of structured organic reaction records. The task is: describe an organic reaction: reactants, conditions, products, and yield The reactants are ClC=1C(=CC(=NC1)F)C1=NC(=CC=C1)NCC1CCOCC1 (5′-chloro-2′-fluoro-N-((tetrahydro-2H-pyran-4-yl)methyl)-2,4′-bipyridin-6-amine), BrN1C(CCC1=O)=O (N-bromosuccinimide). The solvent is C(C)#N (acetonitrile). Conditions: temperature 90 celsius, time 3 hour. Yields the product BrC=1C(=NC(=CC1)NCC1CCOCC1)C1=CC(=NC=C1Cl)F (3-bromo-5′-chloro-2′-fluoro-N-((tetrahydro-2H-pyran-4-yl)methyl)-2,4′-bipyridin-6-amine). The yield is 94.8%. As a reaction SMILES: [Cl:1][C:2]1[C:3]([C:9]2[CH:14]=[CH:13][CH:12]=[C:11]([NH:15][CH2:16][CH:17]3[CH2:22][CH2:21][O:20][CH2:19][CH2:18]3)[N:10]=2)=[CH:4][C:5]([F:8])=[N:6][CH:7]=1.[Br:23]N1C(=O)CCC1=O>C(#N)C>[Br:23][C:14]1[C:9]([C:3]2[C:2]([Cl:1])=[CH:7][N:6]=[C:5]([F:8])[CH:4]=2)=[N:10][C:11]([NH:15][CH2:16][CH:17]2[CH2:22][CH2:21][O:20][CH2:19][CH2:18]2)=[CH:12][CH:13]=1. Procedure details: A mixture of 5′-chloro-2′-fluoro-N-((tetrahydro-2H-pyran-4-yl)methyl)-2,4′-bipyridin-6-amine (516 mg, 1.60 mmol) and N-bromosuccinimide (286 mg, 1.60 mmol) in acetonitrile (12 mL) was stirred at 90° C. for 3 hr in a sealed vessel. Volatiles were removed under reduced pressure. The resulting residue was dissolved in ethyl acetate and washed sequentially with saturated aqueous sodium bicarbonate and brine. The organic phase was dried (Na2SO4), filtered, and concentrated. The crude material was pur... The reactants are C(C)[SiH](CC)CC (triethylsilane), OC(C1=CC=C(C(=O)O)C=C1)C1=C(C(=C(C(=C1C)OC)OC)OC)OC (4-[hydroxy-(2,3,4,5-tetramethoxy-6-methylphenyl)methyl]benzoic Acid). The reagents and catalysts are [Si](C)(C)(C)OS(=O)(=O)C(F)(F)F (TMSOTf). Solvent: C(Cl)Cl (methylene chloride), C(Cl)Cl (methylene chloride). Conditions: time 4 hour. Yields the product COC1=C(CC2=CC=C(C(=O)O)C=C2)C(=C(C(=C1OC)OC)OC)C (4-(2,3,4,5-tetramethoxy-6-methylbenzyl)benzoic Acid). Yield: 92.1%. RXN SMILES: C([SiH](CC)CC)C.O[CH:9]([C:19]1[C:24]([CH3:25])=[C:23]([O:26][CH3:27])[C:22]([O:28][CH3:29])=[C:21]([O:30][CH3:31])[C:20]=1[O:32][CH3:33])[C:10]1[CH:18]=[CH:17][C:13]([C:14]([OH:16])=[O:15])=[CH:12][CH:11]=1>C(Cl)Cl.[Si](OS(C(F)(F)F)(=O)=O)(C)(C)C>[CH3:33][O:32][C:20]1[C:21]([O:30][CH3:31])=[C:22]([O:28][CH3:29])[C:23]([O:26][CH3:27])=[C:24]([CH3:25])[C:19]=1[CH2:9][C:10]1[CH:11]=[CH:12][C:13]([C:14]([OH:16])=[O:15])=[CH:17][CH:18]=1. Reported procedure: To a solution of triethylsilane (1.39 ml, 8.74 mmol) and TMSOTf (0.056 ml, 0.31 mmol) in methylene chloride (30 ml) was added dropwise a solution of the compound (2.26 g, 6.24 mmol) obtained in Step 1 in methylene chloride (12 ml) and the mixture was stirred at room temperature for 4 hours. The reaction mixture was washed with water, dried, and then the solvent was distilled off to yield the title compound (1.98 g, 5.75 mmol, yield 96%). Starting materials: CC1(C2C(C3=C(O1)C=CC(=C3)C#N)O2)C (2,2-dimethyl-3,4-epoxy-6-cyano-3,4-dihydro-2H-benzo[b]pyran), N1CCCCC1 (piperidine), Cl (hydrogen chloride). The solvent is C(C)O (ethanol), C(C)O (ethanol). Yields the product Cl.CC1([C@H]([C@@H](C2=C(O1)C=CC(=C2)C#N)N2CCCCC2)O)C (trans-2,2-dimethyl-4-piperidino-6-cyano-3,4-dihydro-2H-benzo[b]pyran-3-ol hydrochloride). RXN SMILES: [CH3:1][C:2]1([CH3:15])[O:7][C:6]2[CH:8]=[CH:9][C:10]([C:12]#[N:13])=[CH:11][C:5]=2[CH:4]2[O:14][CH:3]12.[NH:16]1[CH2:21][CH2:20][CH2:19][CH2:18][CH2:17]1.[ClH:22]>C(O)C>[ClH:22].[CH3:1][C:2]1([CH3:15])[O:7][C:6]2[CH:8]=[CH:9][C:10]([C:12]#[N:13])=[CH:11][C:5]=2[C@@H:4]([N:16]2[CH2:21][CH2:20][CH2:19][CH2:18][CH2:17]2)[C@@H:3]1[OH:14] |f:4.5|. Procedure: Treatment of 2,2-dimethyl-3,4-epoxy-6-cyano-3,4-dihydro-2H-benzo[b]pyran (2.09 g) with piperidine (0.86 g) in refluxing ethanol (60 ml) for 24 hours followed by evaporation of solvent gave a yellow oil which was dissolved in the minimum quantity of ethanol and treated with ethereal hydrogen chloride to give crystals of trans-2,2-dimethyl-4-piperidino-6-cyano-3,4-dihydro-2H-benzo[b]pyran-3-ol hydrochloride on standing (2.06 g) of m.p. 253°-257° C. Starting materials: [H-].[OH-].[Li+] (Lithium hydroxide monohydride), COC(C(CC(C)C)NC(=O)C=1N=NC(=CC1)N1CCN(CC1)C(C1=C(C=CC=C1)C(F)(F)F)=O)=O (4-methyl-2-({6-[4-(2-trifluoromethylbenzoyl)piperazin-1-yl]pyridazine-3-carbonyl}-amino)pentanoic acid methyl ester). Solvent: O1CCCC1 (tetrahydrofuran), O (water). Reaction conditions: time 3 hour. The product is CC(CC(C(=O)O)NC(=O)C=1N=NC(=CC1)N1CCN(CC1)C(C1=C(C=CC=C1)C(F)(F)F)=O)C (4-methyl-2-({6-[4-(2-trifluoromethylbenzoyl)piperazin-1-yl]pyridazine-3-carbonyl}amino)pentanoic acid). The yield is 74.4%. As a reaction SMILES: [H-].[OH-].[Li+].C[O:5][C:6](=[O:39])[CH:7]([NH:12][C:13]([C:15]1[N:16]=[N:17][C:18]([N:21]2[CH2:26][CH2:25][N:24]([C:27](=[O:38])[C:28]3[CH:33]=[CH:32][CH:31]=[CH:30][C:29]=3[C:34]([F:37])([F:36])[F:35])[CH2:23][CH2:22]2)=[CH:19][CH:20]=1)=[O:14])[CH2:8][CH:9]([CH3:11])[CH3:10]>O1CCCC1.O>[CH3:10][CH:9]([CH3:11])[CH2:8][CH:7]([NH:12][C:13]([C:15]1[N:16]=[N:17][C:18]([N:21]2[CH2:22][CH2:23][N:24]([C:27](=[O:38])[C:28]3[CH:33]=[CH:32][CH:31]=[CH:30][C:29]=3[C:34]([F:37])([F:36])[F:35])[CH2:25][CH2:26]2)=[CH:19][CH:20]=1)=[O:14])[C:6]([OH:39])=[O:5] |f:0.1.2|. Procedure details: Lithium hydroxide monohydride (25 mg, 0.595 mmol) was added to a solution of 4-methyl-2-({6-[4-(2-trifluoromethylbenzoyl)piperazin-1-yl]pyridazine-3-carbonyl}-amino)pentanoic acid methyl ester (130 mg, 0.256 mmol) in tetrahydrofuran (3 mL) and water (1.5 mL), the reaction mixture was stirred at ambient temperature for 3 hours, THF was removed by evaporation, the residue was adjusted with 5% citric acid to pH about 6, and diluted with ethyl acetate, washed with water and brine, dried (Na2SO4) and... The reactants are C, CCN(C(C)C)C(C)C, ClCCl, Cc1cc(CCC(=O)c2sc(C)c3c2CCC(C)(C)C3)cc(C)c1OCCO, O=S(=O)(Cl)Cl. Product: Cc1cc(CCC(=O)c2sc(C)c3c2CCC(C)(C)C3)cc(C)c1OCCOS(C)(=O)=O. As a reaction SMILES: [CH4:43].[CH:29]([N:30]([CH2:31][CH3:32])[CH:33]([CH3:34])[CH3:35])([CH3:36])[CH3:37].[Cl:44][CH2:45][Cl:46].[OH:1][CH2:2][CH2:3][O:4][c:5]1[c:6]([CH3:28])[cH:7][c:8]([CH2:12][CH2:13][C:14](=[O:15])[c:16]2[s:17][c:18]([CH3:27])[c:19]3[c:20]2[CH2:21][CH2:22][C:23]([CH3:25])([CH3:26])[CH2:24]3)[cH:9][c:10]1[CH3:11].[S:38](=[O:39])(=[O:40])([Cl:41])[Cl:42]>>[O:1]([CH2:2][CH2:3][O:4][c:5]1[c:6]([CH3:28])[cH:7][c:8]([CH2:12][CH2:13][C:14](=[O:15])[c:16]2[s:17][c:18]([CH3:27])[c:19]3[c:20]2[CH2:21][CH2:22][C:23]([CH3:25])([CH3:26])[CH2:24]3)[cH:9][c:10]1[CH3:11])[S:38](=[O:39])(=[O:40])[CH3:43]. The product is C(C)(=O)N1CC2=C(C(=CC=C2[C@H](C1)C1=CC(=C(C=C1)OC)OC)OC)OC ((R)-(-)-N-acetyl-7,8-dimethoxy-4-(3,4-dimethoxyphenyl)-1,2,3,4-tetrahydroisoquinoline). Reactants: COC1=CC=C2[C@H](CNCC2=C1OC)C1=CC(=C(C=C1)OC)OC ((R)-(+)-7,8-dimethoxy-4-(3,4-dimethoxyphenyl)-1,2,3,4-tetrahydroisoquinoline), C(C)(=O)O (acetic acid). Run in ClCCl (dichloromethane). Procedure details: (i) 2.0 g of (R)-(+)-7,8-dimethoxy-4-(3,4-dimethoxyphenyl)-1,2,3,4-tetrahydroisoquinoline was dissolved in 10 ml of dichloromethane; after adding 0.86 ml of anhydrous acetic acid thereto at room temperature, the mixture was allowed to react for 30 minutes. The reaction solution was concentrated and subjected twice to azeotropic distillation with toluene. Then dichloromethane was added and the mixture was basified by adding 1N aqueous sodium hydroxide. After separation, the dichloromethane layer ... As a reaction SMILES: [CH3:1][O:2][C:3]1[C:12]([O:13][CH3:14])=[C:11]2[C:6]([C@@H:7]([C:15]3[CH:20]=[CH:19][C:18]([O:21][CH3:22])=[C:17]([O:23][CH3:24])[CH:16]=3)[CH2:8][NH:9][CH2:10]2)=[CH:5][CH:4]=1.[C:25](O)(=[O:27])[CH3:26]>ClCCl>[C:25]([N:9]1[CH2:8][C@H:7]([C:15]2[CH:20]=[CH:19][C:18]([O:21][CH3:22])=[C:17]([O:23][CH3:24])[CH:16]=2)[C:6]2[C:11](=[C:12]([O:13][CH3:14])[C:3]([O:2][CH3:1])=[CH:4][CH:5]=2)[CH2:10]1)(=[O:27])[CH3:26]. The reactants are CC12CCC(C)(CC1)c1cc(Br)c(O)cc12, O=C([O-])[O-], CC(C)=O, CI, [K+], [K+]. Product: COc1cc2c(cc1Br)C1(C)CCC2(C)CC1. As a reaction SMILES: [Br:1][c:2]1[c:3]([OH:16])[cH:4][c:5]2[c:10]([cH:11]1)[C:9]1([CH3:14])[CH2:8][CH2:7][C:6]2([CH3:15])[CH2:13][CH2:12]1.[C:17](=[O:18])([O-:19])[O-:20].[CH3:25][C:26](=[O:27])[CH3:28].[I:23][CH3:24].[K+:21].[K+:22]>>[Br:1][c:2]1[c:3]([O:16][CH3:17])[cH:4][c:5]2[c:10]([cH:11]1)[C:9]1([CH3:14])[CH2:8][CH2:7][C:6]2([CH3:15])[CH2:13][CH2:12]1. As a reaction SMILES: Br[C:2]1[CH:17]=[CH:16][C:5]2[O:6][CH2:7][CH2:8][C:9]([C:12]([O:14][CH3:15])=[O:13])=[C:10]([CH3:11])[C:4]=2[CH:3]=1.[CH3:18][O:19][C:20]1[CH:25]=[CH:24][C:23]([C:26]2[N:27]=[CH:28][NH:29][CH:30]=2)=[CH:22][CH:21]=1.C(=O)([O-])[O-].[K+].[K+].CC(C)(C(=O)CC(=O)C(C)(C)C)C>[Cu]I.CN(C=O)C>[CH3:18][O:19][C:20]1[CH:25]=[CH:24][C:23]([C:26]2[N:27]=[CH:28][N:29]([C:2]3[CH:17]=[CH:16][C:5]4[O:6][CH2:7][CH2:8][C:9]([C:12]([O:14][CH3:15])=[O:13])=[C:10]([CH3:11])[C:4]=4[CH:3]=3)[CH:30]=2)=[CH:22][CH:21]=1 |f:2.3.4|. Yield: 69.0%. Procedure: To an oven dried microwave vial was added methyl 7-bromo-5-methyl-2,3-dihydrobenzo[b]oxepine-4-carboxylate from step H5 (200 mg, 0.673 mmol), 4-(4-methoxyphenyl)-1H-imidazole (141 mg, 0.808 mmol), potassium carbonate (186 mg, 1.35 mmol) and copper(I) iodide (72.9 mg, 0.383 mmol). The vial was capped with a septum and the system was degassed and flushed with nitrogen (3×). Then 2,2,6,6-tetramethylheptane-3,5-dione (0.194 mL, 0.944 mmol) and DMF (5 mL) were added and the reaction mixture was degas... Solvent: CN(C)C=O (DMF). Starting materials: CC(C)(C(CC(C(C)(C)C)=O)=O)C (2,2,6,6-tetramethylheptane-3,5-dione), BrC1=CC2=C(OCCC(=C2C)C(=O)OC)C=C1 (methyl 7-bromo-5-methyl-2,3-dihydrobenzo[b]oxepine-4-carboxylate), COC1=CC=C(C=C1)C=1N=CNC1 (4-(4-methoxyphenyl)-1H-imidazole), C([O-])([O-])=O.[K+].[K+] (potassium carbonate). Reaction conditions: temperature 120 celsius, time 20 hour. Yields the product COC1=CC=C(C=C1)C=1N=CN(C1)C1=CC2=C(OCCC(=C2C)C(=O)OC)C=C1 (methyl 7-(4-(4-methoxyphenyl)-1H-imidazol-1-yl)-5-methyl-2,3-dihydrobenzo[b]oxepine-4-carboxylate). The reagents and catalysts are [Cu]I (copper(I) iodide). The reactants are COC(=O)c1sc(C)cc1N, [Na+], [OH-], O. Product: Cc1cc(N)c(C(=O)[O-])s1, [Na+]. RXN SMILES: [NH2:1][c:2]1[c:3]([C:8](=[O:9])[O:10][CH3:11])[s:4][c:5]([CH3:7])[cH:6]1.[Na+:13].[OH-:12].[OH2:14]>>[NH2:1][c:2]1[c:3]([C:8](=[O:9])[O-:10])[s:4][c:5]([CH3:7])[cH:6]1.[Na+:13].